From a dataset of the Open Reaction Database (ORD), a public repository of structured organic reaction records. describe an organic reaction: reactants, conditions, products, and yield Starting materials: FC1=C2C=C(NC2=CC=C1OC1=NC=NC2=CC(=C(C=C12)OC)OC[C@H]1NCCC1)C (4-[(4-fluoro-2-methyl-1H-indol-5-yl)oxy]-6-methoxy-7-[(2S)-pyrrolidin-2-ylmethoxy]quinazoline), C(C(C)C)(=O)Cl (isobutyryl chloride). Product: FC1=C2C=C(NC2=CC=C1OC1=NC=NC2=CC(=C(C=C12)OC)OC[C@H]1N(CCC1)C(C(C)C)=O)C (4-[(4-fluoro-2-methyl-1H-indol-5-yl)oxy]-7-{[(2S)-1-isobutyrylpyrrolidin-2-yl]methoxy}-6-methoxyquinazoline). Isolated yield 53.6%. Reaction SMILES: [F:1][C:2]1[C:10]([O:11][C:12]2[C:21]3[C:16](=[CH:17][C:18]([O:24][CH2:25][C@@H:26]4[CH2:30][CH2:29][CH2:28][NH:27]4)=[C:19]([O:22][CH3:23])[CH:20]=3)[N:15]=[CH:14][N:13]=2)=[CH:9][CH:8]=[C:7]2[C:3]=1[CH:4]=[C:5]([CH3:31])[NH:6]2.[C:32](Cl)(=[O:36])[CH:33]([CH3:35])[CH3:34]>>[F:1][C:2]1[C:10]([O:11][C:12]2[C:21]3[C:16](=[CH:17][C:18]([O:24][CH2:25][C@@H:26]4[CH2:30][CH2:29][CH2:28][N:27]4[C:32](=[O:36])[CH:33]([CH3:35])[CH3:34])=[C:19]([O:22][CH3:23])[CH:20]=3)[N:15]=[CH:14][N:13]=2)=[CH:9][CH:8]=[C:7]2[C:3]=1[CH:4]=[C:5]([CH3:31])[NH:6]2. Procedure details: Using an analogous procedure to that described for the preparation of Example 19, 4-[(4-fluoro-2-methyl-1H-indol-5-yl)oxy]-6-methoxy-7-[(2S)-pyrrolidin-2-ylmethoxy]quinazoline (150 mg, 0.36 mmol), (prepared as described for the starting material in Example 12), was reacted with isobutyryl chloride (45 μl, 0.43 mmol). The product was purified by column chromatography, eluting with methanol/methylene chloride (2/98) to give 4-[(4-fluoro-2-methyl-1H-indol-5-yl)oxy]-7-{[(2S)-1-isobutyrylpyrrolidin-2... The reactants are CC=1C=CC(=C(C(=O)O)C1)N1N=CC=N1 (5-methyl-2-(2H-1,2,3-triazol-2-yl)benzoic acid), N1C=NC=C1 (imidazole). Yields the product N1(C=NC=C1)C1=C(C(=O)O)C=C(C=C1)C (2-(1H-Imidazol-1-yl)-5-methylbenzoic acid). As a reaction SMILES: [CH3:1][C:2]1[CH:3]=[CH:4][C:5]([N:11]2N=CC=N2)=[C:6]([CH:10]=1)[C:7]([OH:9])=[O:8].[NH:16]1[CH:20]=[CH:19]N=[CH:17]1>>[N:11]1([C:5]2[CH:4]=[CH:3][C:2]([CH3:1])=[CH:10][C:6]=2[C:7]([OH:9])=[O:8])[CH:19]=[CH:20][N:16]=[CH:17]1. Reported procedure: The title compound was synthesized following the same general protocol as described for 5-methyl-2-(2H-1,2,3-triazol-2-yl)benzoic acid in Example A11, using imidazole. ESI-MS (m/z): 203 [M+1]+. The reactants are BrBr (bromine), N=1NC(CC2C1C1=C(SCC2)C=CC=C1)=O (4,4a,5,6-tetrahydro[1]benzothiepino[5,4-c]pyridazin-3(2H)-one), O (water). Run in C(C)(=O)O (acetic acid). Product: N=1NC(C=C2C1C1=C(SCC2)C=CC=C1)=O (5,6-dihydro-[1]benzothiepino[5,4-c]pyridazin-3(2H)-one). Yield: 93.2%. Reaction SMILES: [N:1]1[NH:2][C:3](=[O:16])[CH2:4][CH:5]2[CH2:11][CH2:10][S:9][C:8]3[CH:12]=[CH:13][CH:14]=[CH:15][C:7]=3[C:6]=12.BrBr.O>C(O)(=O)C>[N:1]1[NH:2][C:3](=[O:16])[CH:4]=[C:5]2[CH2:11][CH2:10][S:9][C:8]3[CH:12]=[CH:13][CH:14]=[CH:15][C:7]=3[C:6]=12. Procedure details: To a mixture of 92 g of 4,4a,5,6-tetrahydro[1]benzothiepino[5,4-c]pyridazin-3(2H)-one in 920 ml of acetic acid is added 64 g of bromine dropwise at 50°-60° C., and the mixture is kept at the same temperature for an hour and poured into a large quantity of water. The precipitated crystals are collected by filtration, and washed with warm water and then with ethanol. The crystals are dried to give 85 g of 5,6-dihydro-[1]benzothiepino[5,4-c]pyridazin-3(2H)-one, melting at 311°-313° C. with decompos... Starting materials: C1(CC=CCC1)N (cyclohex-3-enylamine), C1(CCCCC1)=O (cyclohexanone), C1=CN(C=N1)C(=O)N2C=CN=C2 (CDI), ClC1=CN=C(S1)N (5-chloro-2-aminothiazole). The product is C1(CC=CCC1)NC1CCCCC1 (Cyclohex-3-enyl-cyclohexylamine), ClC1=CN=C(S1)NC(N(C1CCCCC1)C1CC=CCC1)=O (3-(5-Chloro-thiazol-2-yl)-1-cyclohex-3-enyl-1-cyclohexyl-urea). RXN SMILES: [CH:1]1([NH2:7])[CH2:6][CH2:5][CH:4]=[CH:3][CH2:2]1.[C:8]1(=O)[CH2:13][CH2:12][CH2:11][CH2:10][CH2:9]1.C1N=CN([C:20]([N:22]2[CH:26]=N[CH:24]=[CH:23]2)=[O:21])C=1.[Cl:27][C:28]1[S:32][C:31]([NH2:33])=[N:30][CH:29]=1>>[CH:1]1([NH:7][CH:8]2[CH2:13][CH2:12][CH2:11][CH2:10][CH2:9]2)[CH2:6][CH2:5][CH:4]=[CH:3][CH2:2]1.[Cl:27][C:28]1[S:32][C:31]([NH:33][C:20](=[O:21])[N:22]([CH:23]2[CH2:24][CH2:10][CH:9]=[CH:8][CH2:13]2)[CH:26]2[CH2:3][CH2:4][CH2:5][CH2:6][CH2:1]2)=[N:30][CH:29]=1. Procedure details: Cyclohex-3-enyl-cyclohexylamine was prepared by reductive amination of cyclohex-3-enylamine and cyclohexanone using general procedure (B). Reaction with CDI and 5-chloro-2-aminothiazole using general procedure (A) gave the title compound.